This data is from the Open Reaction Database (ORD), a public repository of structured organic reaction records. The task is: describe an organic reaction: reactants, conditions, products, and yield Reactants: ClC1=CC=C(OCC(CN)N)C=C1 (3-(4-chloro-phenoxy)-propane-1,2-diamine), C(C)(=O)O.C(=N)N (formamidine acetate). Run in C(C)O (ethanol). Reaction conditions: time 8 hour. Product: ClC1=CC=C(OCC2N=CNC2)C=C1 (rac-4-(4-Chloro-phenoxymethyl]-4,5-dihydro-1H-imidazole). Yield: 31.5%. As a reaction SMILES: [Cl:1][C:2]1[CH:13]=[CH:12][C:5]([O:6][CH2:7][CH:8]([NH2:11])[CH2:9][NH2:10])=[CH:4][CH:3]=1.[C:14](O)(=O)C.C(N)=N>C(O)C>[Cl:1][C:2]1[CH:3]=[CH:4][C:5]([O:6][CH2:7][CH:8]2[CH2:9][NH:10][CH:14]=[N:11]2)=[CH:12][CH:13]=1 |f:1.2|. Reported procedure: To a solution of 3-(4-chloro-phenoxy)-propane-1,2-diamine (0.19 g, 0.95 mmol) in ethanol (5 ml) was added formamidine acetate (0.1 g, 1.0 mmol) and the mixture was stirred overnight at room temperature. The solvent was evaporated, water (5 ml) was added and the mixture was extracted 3 times with dichloromethane (10 ml). The combined organic layers were dried over magnesium sulfate and evaporated. The residue was purified by chromatography (column: Isolute® Flash-NH2 from Separtis; eluent:ethyl a... Starting materials: C(CCCCCCCCCCC)OC1=CC=C(CCl)C=C1 (4-dodecyloxybenzyl chloride), white solid, S(=O)(Cl)Cl (thionyl chloride), C(CCCCCCCCC)OC1=CC=C(CO)C=C1 (4-decyloxybenzyl alcohol). The solvent is C(Cl)Cl (CH2Cl2). The product is C(CCCCCCCCC)OC1=CC=C(CCl)C=C1 (4-Decyloxybenzyl Chloride). Reaction SMILES: [CH2:1]([O:13][C:14]1[CH:21]=[CH:20][C:17]([CH2:18][Cl:19])=[CH:16][CH:15]=1)[CH2:2][CH2:3][CH2:4][CH2:5][CH2:6][CH2:7][CH2:8][CH2:9][CH2:10]CC.S(Cl)(Cl)=O.C(OC1C=CC(CO)=CC=1)CCCCCCCCC>C(Cl)Cl>[CH2:1]([O:13][C:14]1[CH:21]=[CH:20][C:17]([CH2:18][Cl:19])=[CH:16][CH:15]=1)[CH2:2][CH2:3][CH2:4][CH2:5][CH2:6][CH2:7][CH2:8][CH2:9][CH3:10]. Procedure details: Was synthesized following the same general procedure as that for the preparation of 4-dodecyloxybenzyl chloride; thionyl chloride (5.00 g, 42.4 mmol), 4-decyloxybenzyl alcohol (10.2 g, 38.6 mmol), CH2Cl2 (100 mL). 9.87 g (90%) white solid which decomposes upon melting.